This data is from the Open Reaction Database (ORD), a public repository of structured organic reaction records. The task is: describe an organic reaction: reactants, conditions, products, and yield Reactants: CCN(C(C)C)C(C)C, FC(F)(F)c1nnc2ccc(Cl)nn12, CCOC(=O)c1cccc(C2CCNCC2)c1. Product: CCOC(=O)c1cccc(C2CCN(c3ccc4nnc(C(F)(F)F)n4n3)CC2)c1. RXN SMILES: [CH:32]([N:33]([CH2:34][CH3:35])[CH:36]([CH3:37])[CH3:38])([CH3:39])[CH3:40].[Cl:18][c:19]1[cH:20][cH:21][c:22]2[n:23]([n:24]1)[c:25]([C:28]([F:29])([F:30])[F:31])[n:26][n:27]2.[NH:1]1[CH2:2][CH2:3][CH:4]([c:7]2[cH:8][c:9]([C:10](=[O:11])[O:12][CH2:13][CH3:14])[cH:15][cH:16][cH:17]2)[CH2:5][CH2:6]1>>[N:1]1([c:19]2[cH:20][cH:21][c:22]3[n:23]([n:24]2)[c:25]([C:28]([F:29])([F:30])[F:31])[n:26][n:27]3)[CH2:2][CH2:3][CH:4]([c:7]2[cH:8][c:9]([C:10](=[O:11])[O:12][CH2:13][CH3:14])[cH:15][cH:16][cH:17]2)[CH2:5][CH2:6]1.